Dataset: the Open Reaction Database (ORD), a public repository of structured organic reaction records. Task: describe an organic reaction: reactants, conditions, products, and yield Starting materials: COC(CCCC1=CC(=CC=C1)Br)=O (4-(3-bromophenyl)butyric acid methyl ester), [Cl-].[NH4+] (ammonium chloride), [Li+].CCC[CH2-] (N-Butyllithium), CC(C)(C)O (2-methyl-2-propanol). Solvent: O1CCCC1 (tetrahydrofuran), O1CCCC1 (tetrahydrofuran). Conditions: time 10 minute. Yields the product C(C)(C)(C)OC(CCCC1=CC(=CC=C1)Br)=O (4-(3-bromophenyl)butyric acid tert-butyl ester). Isolated yield 74.0%. As a reaction SMILES: [Li+].CCC[CH2-].[CH3:6][C:7]([OH:10])([CH3:9])[CH3:8].C[O:12][C:13](=O)[CH2:14][CH2:15][CH2:16][C:17]1[CH:22]=[CH:21][CH:20]=[C:19]([Br:23])[CH:18]=1.[Cl-].[NH4+]>O1CCCC1>[C:7]([O:10][C:13](=[O:12])[CH2:14][CH2:15][CH2:16][C:17]1[CH:22]=[CH:21][CH:20]=[C:19]([Br:23])[CH:18]=1)([CH3:9])([CH3:8])[CH3:6] |f:0.1,4.5|. Procedure details: N-Butyllithium (4.43 mL, 11.07 mmol) was added to a solution 2-methyl-2-propanol (1.0 mL, 10.53 mmol) in tetrahydrofuran (21 mL) at −10° C. under an argon atmosphere, and the mixture was stirred for 10 minutes. A solution of 4-(3-bromophenyl)butyric acid methyl ester (1.35 g, 5.27 mmol) in tetrahydrofuran (5.3 mL) was added dropwise at −10° C., and the mixture allowed to reach room temperature and stirred for 16 hours. Saturated ammonium chloride was added and the product extracted with ethyl ac... Starting materials: ClC1=CC=C(CN2C=NC=3NC(NC(C23)=O)=O)C=C1 (7-(4-chlorobenzyl)-1H-purine-2,6(3H,7H)-dione), C1CC(=O)N(C1=O)Cl (NCS). Solvent: C1CCOC1 (THF). The product is ClC1=NC=2NC(NC(C2N1CC1=CC=C(C=C1)Cl)=O)=O (8-chloro-7-(4-chlorobenzyl)-1H-purine-2,6(3H,7H)-dione). Isolated yield 18.1%. As a reaction SMILES: [Cl:1][C:2]1[CH:19]=[CH:18][C:5]([CH2:6][N:7]2[C:15]3[C:14](=[O:16])[NH:13][C:12](=[O:17])[NH:11][C:10]=3[N:9]=[CH:8]2)=[CH:4][CH:3]=1.C1C(=O)N([Cl:27])C(=O)C1>C1COCC1>[Cl:27][C:8]1[N:7]([CH2:6][C:5]2[CH:18]=[CH:19][C:2]([Cl:1])=[CH:3][CH:4]=2)[C:15]2[C:14](=[O:16])[NH:13][C:12](=[O:17])[NH:11][C:10]=2[N:9]=1. Procedure: To a solution of 7-(4-chlorobenzyl)-1H-purine-2,6(3H,7H)-dione (2.2 g, 7.97 mmol) in THF (30 mL) was added NCS (1.1 g, 8.27 mmol) at 0° C. in portions. Then the resulting mixture was stirred at room temperature until it became a clear solution. The reaction was immediately quenched with ice-water and concentrated. The residue was extracted with ethyl acetate. The organic phase was washed with saturated sodium bicarbonate and brine, dried over sodium sulfate, and concentrated to give a crude prod... Starting materials: NC1=C2NC(NC2=NC(=N1)C1=NN(C2=NC=CC=C21)CC2=C(C=CC=C2)F)=O (6-Amino-2-[1-(2-fluorobenzyl)-1H-pyrazolo[3,4-b]pyridin-3-yl]-7,9-dihydro-8H-purin-8-one), CCN(CC)P1(=NC(C)(C)C)N(CCCN1C)C (BEMP), BrCC(=C)C (3-bromo-2-methylprop-1-ene). The solvent is CN(C=O)C (dimethylformamide), CN(C=O)C (dimethylformamide). Conditions: temperature 0 celsius, time 1 hour. The product is NC1=C2NC(N(C2=NC(=N1)C1=NN(C2=NC=CC=C21)CC2=C(C=CC=C2)F)CC(=C)C)=O (6-Amino-2-[1-(2-fluorobenzyl)-1H-pyrazolo[3,4-b]pyridin-3-yl]-9-(2-methylprop-2-en-1-yl)-7,9-dihydro-8H-purin-8-one). Isolated yield 38.5%. As a reaction SMILES: [NH2:1][C:2]1[N:10]=[C:9]([C:11]2[C:19]3[C:14](=[N:15][CH:16]=[CH:17][CH:18]=3)[N:13]([CH2:20][C:21]3[CH:26]=[CH:25][CH:24]=[CH:23][C:22]=3[F:27])[N:12]=2)[N:8]=[C:7]2[C:3]=1[NH:4][C:5](=[O:28])[NH:6]2.CCN(P1(N(C)CCCN1C)=N[C:36]([CH3:39])([CH3:38])[CH3:37])CC.BrCC(C)=C>CN(C)C=O>[NH2:1][C:2]1[N:10]=[C:9]([C:11]2[C:19]3[C:14](=[N:15][CH:16]=[CH:17][CH:18]=3)[N:13]([CH2:20][C:21]3[CH:26]=[CH:25][CH:24]=[CH:23][C:22]=3[F:27])[N:12]=2)[N:8]=[C:7]2[C:3]=1[NH:4][C:5](=[O:28])[N:6]2[CH2:38][C:36]([CH3:39])=[CH2:37]. Procedure: 200 mg (0.531 mmol) of the compound from example 33 and 145 mg (0.531 mmol) of BEMP were initially charged in 10 ml of dimethylformamide, and a solution of 72 mg (0.531 mmol) of 3-bromo-2-methylprop-1-ene 2 ml of dimethylformamide was added dropwise at 0° C. within 10 min. The mixture was stirred at 0° C. for 1 h. Subsequently, the reaction solution was concentrated under reduced pressure and the residue was purified by means of preparative HPLC (eluent: acetonitrile/water, gradient 10:90→90:10)...